describe an organic reaction: reactants, conditions, products, and yield From a dataset of the Open Reaction Database (ORD), a public repository of structured organic reaction records. Starting materials: O=C(Cl)c1ccccc1, CCOC(C)=O, Cl, [H-], N#Cc1nc(Br)cnc1N, [Na+], C1CCOC1, O. The product is N#Cc1nc(Br)cnc1NC(=O)c1ccccc1. RXN SMILES: [C:13]([c:14]1[cH:15][cH:16][cH:17][cH:18][cH:19]1)(=[O:20])[Cl:21].[CH3:28][CH2:29][O:30][C:31](=[O:32])[CH3:33].[ClH:22].[H-:11].[NH2:1][c:2]1[c:3]([C:9]#[N:10])[n:4][c:5]([Br:8])[cH:6][n:7]1.[Na+:12].[O:23]1[CH2:24][CH2:25][CH2:26][CH2:27]1.[OH2:34]>>[NH:1]([c:2]1[c:3]([C:9]#[N:10])[n:4][c:5]([Br:8])[cH:6][n:7]1)[C:13]([c:14]1[cH:15][cH:16][cH:17][cH:18][cH:19]1)=[O:20]. Starting materials: C(C)(=O)OC=1C(OC(=CC1)COC(C)=O)=O (3-Acetoxy-6-acetoxymethyl-pyran-2-one), 478, 306, C(Cl)(Cl)Cl (CHCl3), 13C{1H}, 248, CI-ammonia. The reagents and catalysts are [Pd] (Pd/C). Solvent: C(C)(=O)OCC (ethyl acetate). Reaction conditions: temperature 75 celsius. The product is C(C)(=O)OC1CCC(OC1=O)COC(C)=O (Acetic acid 5-acetoxy-6-oxo-tetrahydro-pyran-2-ylmethyl ester). Reaction SMILES: [C:1]([O:4][C:5]1[C:6](=[O:16])[O:7][C:8]([CH2:11][O:12][C:13](=[O:15])[CH3:14])=[CH:9][CH:10]=1)(=[O:3])[CH3:2].C(Cl)(Cl)Cl>C(OCC)(=O)C.[Pd]>[C:1]([O:4][CH:5]1[C:6](=[O:16])[O:7][CH:8]([CH2:11][O:12][C:13](=[O:15])[CH3:14])[CH2:9][CH2:10]1)(=[O:3])[CH3:2]. Reported procedure: 3-Acetoxy-6-acetoxymethyl-pyran-2-one (2.2) (4.80 g, 21.2 mmol) was dissolved in ethyl acetate (50 mL) and added to the Parr reactor, followed by Pd/C (5%, 0.2 g). The mixture was stirred under hydrogen (5×106 Pa) and heated to 75° C. for 4 hours. The product was filtered through celite and the solvent removed under vacuum. A colourless syrup was obtained (4.83 g, 21.0 mmol, 99%). 1H NMR (400 MHz, CDCl3) δ 5.45 (1H, dd, 3JH—H=17.08 Hz, 3JH—H=8.55 Hz, H-2), 4.65 (1H, m, H-5), 4.26 (1 H, dd, 2JH—H... Reactants: F (Hydrofluoric acid), FC=1C=C(C=CC1)C1=CC=C(C=C1)OCC(CCC=1C=NC=CC1)O[Si](C)(C)C(C)(C)C ((±)-3-(4-(3'-fluorobiphenyl-4-yloxy)-3-(tert-butyldimethylsilyloxy)butyl)pyridine), C([O-])(O)=O.[Na+] (sodium bicarbonate). The solvent is C(C)#N (acetonitrile). Conditions: time 2 day. The product is FC=1C=C(C=CC1)C1=CC=C(C=C1)OCC(CCC=1C=NC=CC1)O ((±)-1-(3'-Fluorobiphenyl-4-yloxy)-4-(3-pyridyl)-2-butanol). As a reaction SMILES: F.[F:2][C:3]1[CH:4]=[C:5]([C:9]2[CH:14]=[CH:13][C:12]([O:15][CH2:16][CH:17]([O:26][Si](C(C)(C)C)(C)C)[CH2:18][CH2:19][C:20]3[CH:21]=[N:22][CH:23]=[CH:24][CH:25]=3)=[CH:11][CH:10]=2)[CH:6]=[CH:7][CH:8]=1.C(=O)(O)[O-].[Na+]>C(#N)C>[F:2][C:3]1[CH:4]=[C:5]([C:9]2[CH:10]=[CH:11][C:12]([O:15][CH2:16][CH:17]([OH:26])[CH2:18][CH2:19][C:20]3[CH:21]=[N:22][CH:23]=[CH:24][CH:25]=3)=[CH:13][CH:14]=2)[CH:6]=[CH:7][CH:8]=1 |f:2.3|. Procedure details: Hydrofluoric acid (40%, 4 ml) was added to a solution of (±)-3-(4-(3'-fluorobiphenyl-4-yloxy)-3-(tert-butyldimethylsilyloxy)butyl)pyridine in acetonitrile (30 ml) and the mixture stirred for 2 days. The solution was neutralised by careful addition to a saturated aqueous solution of sodium bicarbonate (200 ml). The mixture was extracted with ethyl acetate, the organic extract dried over anhydrous magnesium sulfate, filtered and concentrated under reduced pressure. The residue was purified twice b... Reactants: C(#N)C1=CC=C2C(=CN(C2=C1)S(=O)(=O)C1=CC=C(C=C1)C)[C@H]1[C@@H](C1)C(=O)N(C)OC (racemic [trans-2-[6-cyano-1-(p-toluenesulfonyl)indol-3-yl]cycloprop-1-yl]-N-methoxy-N-methyl-carboxamide), C(#N)C=1C=C2C(=CN(C2=CC1)S(=O)(=O)C1=CC=C(C=C1)C)[C@H]1[C@@H](C1)C=O (trans-2-[5-cyano-1-(p-toluenesulfonyl)indol-3-yl]cyclopropane-carboxaldehyde). Product: C(#N)C1=CC=C2C(=CN(C2=C1)S(=O)(=O)C1=CC=C(C=C1)C)[C@H]1[C@@H](C1)C=O (trans-2-[6-cyano-1-(p-toluenesulfonyl)indol-3-yl]-cyclopropane carboxaldehyde). Yield: 37.0%. Reaction SMILES: [C:1]([C:3]1[CH:11]=[C:10]2[C:6]([C:7]([C@@H:22]3[CH2:24][C@H:23]3[C:25](N(OC)C)=[O:26])=[CH:8][N:9]2[S:12]([C:15]2[CH:20]=[CH:19][C:18]([CH3:21])=[CH:17][CH:16]=2)(=[O:14])=[O:13])=[CH:5][CH:4]=1)#[N:2].C(C1C=C2C(=CC=1)N(S(C1C=CC(C)=CC=1)(=O)=O)C=C2[C@@H]1C[C@H]1C=O)#N>>[C:1]([C:3]1[CH:11]=[C:10]2[C:6]([C:7]([C@@H:22]3[CH2:24][C@H:23]3[CH:25]=[O:26])=[CH:8][N:9]2[S:12]([C:15]2[CH:20]=[CH:19][C:18]([CH3:21])=[CH:17][CH:16]=2)(=[O:14])=[O:13])=[CH:5][CH:4]=1)#[N:2]. Reported procedure: Racemic [trans-2-[6-cyano-1-(p-toluenesulfonyl)indol-3-yl]-cyclopropane carboxaldehyde was prepared in a 37% yield from racemic [trans-2-[6-cyano-1-(p-toluenesulfonyl)indol-3-yl]cycloprop-1-yl]-N-methoxy-N-methyl-carboxamide in a similar manner to [trans-2-[5-cyano-1-(p-toluenesulfonyl)indol-3-yl]cyclopropane-carboxaldehyde in Example 1. 1H NMR (400 MHz, DMSO-d6) 9.11 (1H, d, J=5.5 Hz), 8.33 (1H, d, J=1.0 Hz), 7.99 (3H, m), 7.88 (1H, d, J=8.1 Hz), 7.69 (1H, dd, J=8.2, 1.4 Hz), 7.41 (2H, d, J=8.0... Reactants: 4A, O=C/C=C/C=C/C1=CC=C(C#N)C=C1 (4-[(1E,3E)-5-oxo-1,3-pentadienyl]benzonitrile), FC1=C(C=CC(=C1)F)[C@@](CN1N=CN=C1)([C@@H](C)SC(CO)CO)O ((2R,3R)-2-(2,4-difluorophenyl)-3-[[1-(hydroxymethyl)-2-hydroxyethyl]-thio]-1-(1H-1,2,4-triazol-1-yl)-2-butanol), C(O)([O-])=O.[Na+] (sodium hydrogen carbonate), O.C1(=CC=C(C=C1)S(=O)(=O)O)C (p-toluenesulfonic acid monohydrate). The solvent is ClCCl (dichloromethane). The product is C(#N)C1=CC=C(C=C1)/C=C/C=C/[C@@H]1OC[C@H](CO1)S[C@@H]([C@@](CN1N=CN=C1)(O)C1=C(C=C(C=C1)F)F)C ((2R,3R)-3-[[trans-2-[(1E,3E)-4-(4-Cyanophenyl)-1,3-butadien-1-yl]-1,3-dioxan-5-yl]thio]-2-(2,4-difluorophenyl)-1-(1H-1,2,4-triazol-1-yl)-2-butanol). Isolated yield 81.3%. Reaction SMILES: [O:1]=[CH:2]/[CH:3]=[CH:4]/[CH:5]=[CH:6]/[C:7]1[CH:14]=[CH:13][C:10]([C:11]#[N:12])=[CH:9][CH:8]=1.[F:15][C:16]1[CH:21]=[C:20]([F:22])[CH:19]=[CH:18][C:17]=1[C@:23]([OH:38])([C@H:30]([S:32][CH:33]([CH2:36]O)[CH2:34][OH:35])[CH3:31])[CH2:24][N:25]1[CH:29]=[N:28][CH:27]=[N:26]1.O.C1(C)C=CC(S(O)(=O)=O)=CC=1.C(=O)([O-])O.[Na+]>ClCCl>[C:11]([C:10]1[CH:13]=[CH:14][C:7](/[CH:6]=[CH:5]/[CH:4]=[CH:3]/[C@H:2]2[O:35][CH2:34][C@H:33]([S:32][C@H:30]([CH3:31])[C@:23]([C:17]3[CH:18]=[CH:19][C:20]([F:22])=[CH:21][C:16]=3[F:15])([OH:38])[CH2:24][N:25]3[CH:29]=[N:28][CH:27]=[N:26]3)[CH2:36][O:1]2)=[CH:8][CH:9]=1)#[N:12] |f:2.3,4.5|. Procedure details: A mixture of 240 mg (1.31 mmol) of 4-[(1E,3E)-5-oxo-1,3-pentadienyl]benzonitrile [prepared as described in Step 1(i) above], 392 mg (1.09 mmol) of (2R,3R)-2-(2,4-difluorophenyl)-3-[[1-(hydroxymethyl)-2-hydroxyethyl]-thio]-1-(1H-1,2,4-triazol-1-yl)-2-butanol [prepared as described in Japanese Patent Application (Kokai) Hei 8-333350)], 249 mg (1.31 mmol) of p-toluenesulfonic acid monohydrate, 16 ml of dichloromethane and 3.9 g of molecular sieves 4A was stirred at ambient temperature over night. A... Reactants: C(C)#N.O (acetonitrile water), OC(=O)CCCC[C@@H]1SC[C@@H]2NC(=O)N[C@H]12 (d-biotin), ( 21 ), CN(CCCNC1=C(C=C(C=C1)N=[N+]=[N-])[N+](=O)[O-])CCCNC(=O)CCCCC2[C@@H]3[C@H](CS2)NC(=O)N3 (Photobiotin), III, CN(C1=CC=C(C=CC=O)C=C1)C (p-dimethylaminocinnamaldehyde), OC(=O)CCCC[C@@H]1SC[C@@H]2NC(=O)N[C@H]12 (biotin), II. Solvent: O (water). Product: N(=[N+]=[N-])C1=CC(=C(C=C1)NCCCN(C)CCCNC(CCCC[C@@H]1SC[C@@H]2NC(=O)N[C@H]12)=O)[N+](=O)[O-] (N-(4-Azido-2-nitrophenyl)-N'-(N-d-biotinyl-3-aminopropyl)-N'-methyl-1,3-propanediamine). As a reaction SMILES: C(#N)C.O.CN(C)C1C=CC(C=CC=O)=CC=1.OC(CCCC[C@H]1[C@@H]2[C@@H](NC(N2)=O)CS1)=O.[CH3:34][N:35]([CH2:52][CH2:53][CH2:54][NH:55][C:56]([CH2:58][CH2:59][CH2:60][CH2:61][CH:62]1[S:66][CH2:65][C@@H:64]2[NH:67][C:68]([NH:70][C@H:63]12)=[O:69])=[O:57])[CH2:36][CH2:37][CH2:38][NH:39][C:40]1[CH:45]=[CH:44][C:43]([N:46]=[N+:47]=[N-:48])=[CH:42][C:41]=1[N+:49]([O-:51])=[O:50]>O>[N:46]([C:43]1[CH:44]=[CH:45][C:40]([NH:39][CH2:38][CH2:37][CH2:36][N:35]([CH2:52][CH2:53][CH2:54][NH:55][C:56](=[O:57])[CH2:58][CH2:59][CH2:60][CH2:61][C@H:62]2[C@@H:63]3[C@@H:64]([NH:67][C:68]([NH:70]3)=[O:69])[CH2:65][S:66]2)[CH3:34])=[C:41]([N+:49]([O-:51])=[O:50])[CH:42]=1)=[N+:47]=[N-:48] |f:0.1|. Procedure: d-Biotinyl-N-hydroxysuccinimide ester (III) was synthesized from d-biotin (I) by the DCC method of Bayer and Wilchek (1980) "Methods of Biochemical Analysis" 26, 1-45 except that the ester was isolated by precipitation from ether and used without further purification. N-(3-Aminopropyl)-N'-(4-azido-2-nitrophenyl)-N-methyl-1,3-propanediamine (VI; approx. 5 mmol) was dissolved in a solution containing d-biotinyl-N-hydroxysuccinimide ester (1.7 g, 5.0 mmol) in pyridine-water (7:3 v/v, 50 ml), and th...